This data is from the Open Reaction Database (ORD), a public repository of structured organic reaction records. The task is: describe an organic reaction: reactants, conditions, products, and yield The solvent is C(C)OCC (diethyl ether), C(C)OCC (diethyl ether). The product is CC(CC)P(Cl)C(C)(C)C (2-butyl-tert-butylchlorophosphine). Procedure details: To a solution of phosphorus trichloride (55 g) in dry diethyl ether (200 cm3) stirred and maintained at between -25° C. and -30° C. in an atmosphere of dry nitrogen, a 2 molar solution of tert-butyl magnesium chloride in diethyl ether (200 cm3, solution supplied by Aldrich Chemical Co.) was added during 45 min. After a further 15 min. a 2 molar solution of 2-butyl magnesium chloride (200 cm3, solution supplied by Aldrich Chemical Co.) was added in the same way. The suspension was stirred at -25°... Conditions: temperature -25 celsius, time 45 minute. The reactants are solution, C(C)(C)(C)[Mg]Cl (tert-butyl magnesium chloride), P(Cl)(Cl)Cl (phosphorus trichloride), solution, CC(CC)[Mg]Cl (2-butyl magnesium chloride). RXN SMILES: [P:1]([Cl:4])(Cl)Cl.[C:5]([Mg]Cl)([CH3:8])([CH3:7])[CH3:6].[CH3:11][CH:12]([Mg]Cl)[CH2:13][CH3:14]>C(OCC)C>[CH3:11][CH:12]([P:1]([C:5]([CH3:8])([CH3:7])[CH3:6])[Cl:4])[CH2:13][CH3:14].